Dataset: the Open Reaction Database (ORD), a public repository of structured organic reaction records. Task: describe an organic reaction: reactants, conditions, products, and yield Reactants: CN1CC[C@]23C4=C5C=CC(=C4O[C@H]2C(=O)CC[C@]3([C@H]1C5)O)OC (oxycodone), 8A. RXN SMILES: [CH3:1][N:2]1[C@@H:19]2[CH2:20][C:7]3[CH:8]=[CH:9][C:10]([O:22][CH3:23])=[C:11]4[O:12][C@H:13]5[C:14]([CH2:16][CH2:17][C@:18]2([OH:21])[C@:5]5([C:6]=34)[CH2:4][CH2:3]1)=[O:15]>C(O)C>[CH3:1][N:2]1[C@@H:19]2[CH2:20][C:7]3[CH:8]=[CH:9][C:10]([O:22][CH3:23])=[C:11]4[O:12][C@H:13]5[C:14]([CH2:16][CH2:17][C@:18]2([OH:21])[C@:5]5([C:6]=34)[CH2:4][CH2:3]1)=[O:15].[CH3:1][N:2]1[C@@H:19]2[CH2:20][C:7]3[CH:8]=[CH:9][C:10]([O:22][CH3:23])=[C:11]4[O:12][CH:13]5[C:14]([CH:16]=[CH:17][C@:18]2([OH:21])[C@:5]5([C:6]=34)[CH2:4][CH2:3]1)=[O:15]. Solvent: C(C)O (ethanol). The product is CN1CC[C@]23C4=C5C=CC(=C4O[C@H]2C(=O)CC[C@]3([C@H]1C5)O)OC (oxycodone), CN1CC[C@]23C4C(=O)C=C[C@]2([C@H]1CC5=C3C(=C(C=C5)OC)O4)O (14-hydroxycodeinone). Procedure details: To a 50 mL flask was charged 3.986 g (12.64 mmoles) of low ABUK oxycodone base prepared by combining the sample from Examples 8 and 8A (purified via hydrogenation) (composite: 2 ppm 8α,14-dihydroxy-7,8-dihydrocodeinone, 35 ppm 8α,14-dihydroxy-7,8-dihydrocodeinone, 1.06A % 6-oxycodol, 98.42A % pure by HPLC) and 24 mL of denatured ethanol (SDA3A). The mixture (slurry) was heated to reflux for 1.5 h, cooled to RT, and then 0-5° C. Solid was isolated by filtration, rinsed and dried. 3.307 g of purif... Starting materials: FC(F)(F)c1nnc2ccc(Cl)nn12, Fc1ccc(C(CCCN2CCNCC2)c2ccc(F)cc2)cc1. The product is Fc1ccc(C(CCCN2CCN(c3ccc4nnc(C(F)(F)F)n4n3)CC2)c2ccc(F)cc2)cc1. As a reaction SMILES: [Cl:25][c:26]1[cH:27][cH:28][c:29]2[n:30]([n:31]1)[c:32]([C:35]([F:36])([F:37])[F:38])[n:33][n:34]2.[F:1][c:2]1[cH:3][cH:4][c:5]([CH:8]([CH2:9][CH2:10][CH2:11][N:12]2[CH2:13][CH2:14][NH:15][CH2:16][CH2:17]2)[c:18]2[cH:19][cH:20][c:21]([F:24])[cH:22][cH:23]2)[cH:6][cH:7]1>>[F:1][c:2]1[cH:3][cH:4][c:5]([CH:8]([CH2:9][CH2:10][CH2:11][N:12]2[CH2:13][CH2:14][N:15]([c:26]3[cH:27][cH:28][c:29]4[n:30]([n:31]3)[c:32]([C:35]([F:36])([F:37])[F:38])[n:33][n:34]4)[CH2:16][CH2:17]2)[c:18]2[cH:19][cH:20][c:21]([F:24])[cH:22][cH:23]2)[cH:6][cH:7]1. The reactants are NC1[C@@H]2N(C(=C(CS2)CSC=2NC3=C(N2)C=CC=C3)C(=O)O)C1=O (7-amino-3-(benzimidazol-2-yl)thiomethyl-3-cephem-4-carboxylic acid), O (water), CC(=O)C (acetone), 2-methyl-1,3,4-thiadiazol-5-ylthio ester, N1N=NN=C1CC(=O)O (1H-tetrazoleacetic acid), CC(=O)C (acetone), Cl (hydrochloric acid), Cl (hydrochloric acid). Reaction conditions: temperature 60 celsius, time 4 hour. Yields the product N1(N=NN=C1)CC(=O)NC1[C@@H]2N(C(=C(CS2)CSC2=NN=C(S2)C)C(=O)O)C1=O (7-(1H-tetrazol-1-ylacetamido)-3-(2-methyl-1,3,4-thiadiazol-5-ylthiomethyl)-3-cephem-4-carboxylic acid). Reaction SMILES: [NH2:1][CH:2]1[C:23](=[O:24])[N:4]2[C:5]([C:20]([OH:22])=[O:21])=[C:6]([CH2:9][S:10][C:11]3[NH:12]C4C=CC=CC=4N=3)[CH2:7][S:8][C@H:3]12.O.[NH:26]1[C:30](CC(O)=O)=[N:29][N:28]=[N:27]1.Cl.[CH3:36][C:37](C)=[O:38]>>[N:29]1([CH2:36][C:37]([NH:1][CH:2]2[C:23](=[O:24])[N:4]3[C:5]([C:20]([OH:22])=[O:21])=[C:6]([CH2:9][S:10][C:11]4[S:8][C:3]([CH3:2])=[N:4][N:12]=4)[CH2:7][S:8][C@H:3]23)=[O:38])[CH:30]=[N:26][N:27]=[N:28]1. Reported procedure: Into a 5-liter three-necked flask provided with a thermometer, were charged 362 mg of 7-amino-3-(benzimidazol-2-yl)thiomethyl-3-cephem-4-carboxylic acid, 900 ml of acetone, and 1 liter of water to form a solution. After adding a solution of 290 mg of 2-methyl-1,3,4-thiadiazol-5-ylthio ester of 1H-tetrazoleacetic acid in 100 ml of acetone, the solution was heated to 60° C., further admixed with 2 ml of 0.5 N aqueous hydrochloric acid, and the reaction was allowed to proceed for 4 hours. On analys... Starting materials: C(C)(C)(C)OC(NCC1=CC(=CC=C1)C1=CC(=C2C(=NC=NN21)N)Br)=O ([3-(4-amino-5-bromo-pyrrolo[2,1-f][1,2,4]triazin-7-yl)-benzyl]-carbamic acid tert-butyl ester), C(C1=CC=CC=C1)N1N=C2C=C(C=CC2=C1)B1OC(C(O1)(C)C)(C)C (2-benzyl-6-(4,4,5,5-tetramethyl-[1,3,2]dioxaborolan-2-yl)-2H-indazole), C(=O)([O-])[O-].[Na+].[Na+] (Na2CO3). Reagents/catalysts: C=1C=CC(=CC1)[P](C=2C=CC=CC2)(C=3C=CC=CC3)[Pd]([P](C=4C=CC=CC4)(C=5C=CC=CC5)C=6C=CC=CC6)([P](C=7C=CC=CC7)(C=8C=CC=CC8)C=9C=CC=CC9)[P](C=1C=CC=CC1)(C=1C=CC=CC1)C=1C=CC=CC1 (Pd(PPh3)4). The solvent is CN(C)C=O (DMF). Conditions: temperature 150 celsius. Yields the product C(C)(C)(C)OC(NCC1=CC(=CC=C1)C1=CC(=C2C(=NC=NN21)N)C=2C=CC1=CN(N=C1C2)CC2=CC=CC=C2)=O ({3-[4-Amino-5-(2-benzyl-2H-indazol-6-yl)-pyrrolo[2,1-f][1,2,4]triazin-7-yl]-benzyl}-carbamic acid tert-butyl ester), solid. Isolated yield 76.0%. Reaction SMILES: [C:1]([O:5][C:6](=[O:26])[NH:7][CH2:8][C:9]1[CH:14]=[CH:13][CH:12]=[C:11]([C:15]2[N:23]3[C:18]([C:19]([NH2:24])=[N:20][CH:21]=[N:22]3)=[C:17](Br)[CH:16]=2)[CH:10]=1)([CH3:4])([CH3:3])[CH3:2].[CH2:27]([N:34]1[CH:42]=[C:41]2[C:36]([CH:37]=[C:38](B3OC(C)(C)C(C)(C)O3)[CH:39]=[CH:40]2)=[N:35]1)[C:28]1[CH:33]=[CH:32][CH:31]=[CH:30][CH:29]=1.C([O-])([O-])=O.[Na+].[Na+]>CN(C=O)C.C1C=CC([P]([Pd]([P](C2C=CC=CC=2)(C2C=CC=CC=2)C2C=CC=CC=2)([P](C2C=CC=CC=2)(C2C=CC=CC=2)C2C=CC=CC=2)[P](C2C=CC=CC=2)(C2C=CC=CC=2)C2C=CC=CC=2)(C2C=CC=CC=2)C2C=CC=CC=2)=CC=1>[C:1]([O:5][C:6](=[O:26])[NH:7][CH2:8][C:9]1[CH:14]=[CH:13][CH:12]=[C:11]([C:15]2[N:23]3[C:18]([C:19]([NH2:24])=[N:20][CH:21]=[N:22]3)=[C:17]([C:38]3[CH:39]=[CH:40][C:41]4[C:36]([CH:37]=3)=[N:35][N:34]([CH2:27][C:28]3[CH:33]=[CH:32][CH:31]=[CH:30][CH:29]=3)[CH:42]=4)[CH:16]=2)[CH:10]=1)([CH3:4])([CH3:3])[CH3:2] |f:2.3.4,^1:66,68,87,106|. Reported procedure: To a solution of [3-(4-amino-5-bromo-pyrrolo[2,1-f][1,2,4]triazin-7-yl)-benzyl]-carbamic acid tert-butyl ester (2.65 g, 6.1 mmol) in DMF (20 mL), 2-benzyl-6-(4,4,5,5-tetramethyl-[1,3,2]dioxaborolan-2-yl)-2H-indazole (3.26 g, 9.8 mmol), Pd(PPh3)4 (700 mg, 0.6 mmol) and 2 N Na2CO3 (12 mL) were added. The mixture was degassed for 20 min and was then heated to 150° C. in microwave reactor for 10 min. After cooling, the mixture was partitioned between EtoAc/H2O and the organic layer was separated and... Reactants: CCOCC, COC(=O)c1cc(OCCc2ccsc2)cc(OC(C)C)c1, CCCCC, [Na+], [OH-]. Product: CC(C)Oc1cc(OCCc2ccsc2)cc(C(=O)O)c1. As a reaction SMILES: [CH2:30]([O:31][CH2:32][CH3:33])[CH3:34].[CH3:1][O:2][C:3]([c:4]1[cH:5][c:6]([O:18][CH:19]([CH3:20])[CH3:21])[cH:7][c:8]([O:10][CH2:11][CH2:12][c:13]2[cH:14][s:15][cH:16][cH:17]2)[cH:9]1)=[O:22].[CH3:25][CH2:26][CH2:27][CH2:28][CH3:29].[Na+:24].[OH-:23]>>[O:2]=[C:3]([c:4]1[cH:5][c:6]([O:18][CH:19]([CH3:20])[CH3:21])[cH:7][c:8]([O:10][CH2:11][CH2:12][c:13]2[cH:14][s:15][cH:16][cH:17]2)[cH:9]1)[OH:22]. The reactants are COS(=O)(=O)OC, [Na+], [OH-], O, O=[N+]([O-])c1ccc(S)nc1. Yields the product CSc1ccc([N+](=O)[O-])cn1. RXN SMILES: [CH3:13][O:14][S:15]([O:16][CH3:17])(=[O:18])=[O:19].[Na+:12].[OH-:11].[OH2:20].[SH:1][c:2]1[n:3][cH:4][c:5]([N+:8](=[O:9])[O-:10])[cH:6][cH:7]1>>[S:1]([c:2]1[n:3][cH:4][c:5]([N+:8](=[O:9])[O-:10])[cH:6][cH:7]1)[CH3:13]. The yield is 24.8%. Reaction conditions: time 24 hour. Reported procedure: A mixture of tert-butyl 5-(6-acetoxy-2-(3-fluoro-4-(phenyl)phenyl)-7-methoxyquinazolin-4-ylamino)-1H-indazole-1-carboxylate (2.6 g) and 28% NH4OH (2.8 mL) in MeOH (160 mL) was stirred at RT for 24 h. A solid separated out which was collected via filtration. The solid was triturated with hexane and dried under vacuum to give the desired compound tert-butyl 5-(2-(3-fluoro-4-(phenyl)phenyl)-6-hydroxy-7-methoxyquinazolin-4-ylamino)-1H-indazole-1-carboxylate (0.6 g). MS 578.4 (M+1). HPLC retention ti... Run in CO (MeOH). Reactants: C(C)(=O)OC=1C=C2C(=NC(=NC2=CC1OC)C1=CC(=C(C=C1)C1=CC=CC=C1)F)NC=1C=C2C=NN(C2=CC1)C(=O)OC(C)(C)C (tert-butyl 5-(6-acetoxy-2-(3-fluoro-4-(phenyl)phenyl)-7-methoxyquinazolin-4-ylamino)-1H-indazole-1-carboxylate), [NH4+].[OH-] (NH4OH). Yields the product FC=1C=C(C=CC1C1=CC=CC=C1)C1=NC2=CC(=C(C=C2C(=N1)NC=1C=C2C=NN(C2=CC1)C(=O)OC(C)(C)C)O)OC (tert-butyl 5-(2-(3-fluoro-4-(phenyl)phenyl)-6-hydroxy-7-methoxyquinazolin-4-ylamino)-1H-indazole-1-carboxylate). RXN SMILES: C([O:4][C:5]1[CH:6]=[C:7]2[C:12](=[CH:13][C:14]=1[O:15][CH3:16])[N:11]=[C:10]([C:17]1[CH:22]=[CH:21][C:20]([C:23]3[CH:28]=[CH:27][CH:26]=[CH:25][CH:24]=3)=[C:19]([F:29])[CH:18]=1)[N:9]=[C:8]2[NH:30][C:31]1[CH:32]=[C:33]2[C:37](=[CH:38][CH:39]=1)[N:36]([C:40]([O:42][C:43]([CH3:46])([CH3:45])[CH3:44])=[O:41])[N:35]=[CH:34]2)(=O)C.[NH4+].[OH-]>CO>[F:29][C:19]1[CH:18]=[C:17]([C:10]2[N:9]=[C:8]([NH:30][C:31]3[CH:32]=[C:33]4[C:37](=[CH:38][CH:39]=3)[N:36]([C:40]([O:42][C:43]([CH3:44])([CH3:45])[CH3:46])=[O:41])[N:35]=[CH:34]4)[C:7]3[C:12](=[CH:13][C:14]([O:15][CH3:16])=[C:5]([OH:4])[CH:6]=3)[N:11]=2)[CH:22]=[CH:21][C:20]=1[C:23]1[CH:24]=[CH:25][CH:26]=[CH:27][CH:28]=1 |f:1.2|. Starting materials: [N+](=O)([O-])C1=C(C=C(C(=C1)OCC1=CC=CC=C1)OCC1=CC=CC=C1)CC#N (2-nitro-4,5-dibenzyloxyphenylacetonitrile), C (charcoal), C(C)O (ethanol). The reagents and catalysts are [Pd] (palladium). Run in O (water). Run at temperature 80 celsius. Yields the product OC=1C=C2C=CNC2=CC1O (5,6-dihydroxyindole). RXN SMILES: [N+]([C:4]1[CH:9]=[C:8]([O:10]CC2C=CC=CC=2)[C:7]([O:18]CC2C=CC=CC=2)=[CH:6][C:5]=1[CH2:26][C:27]#[N:28])([O-])=O.C.C(O)C>[Pd].O>[OH:18][C:7]1[CH:6]=[C:5]2[C:4](=[CH:9][C:8]=1[OH:10])[NH:28][CH:27]=[CH:26]2. Reported procedure: The reaction mixture is prepared in an autoclave by adding 0.04 mole (15 g) of 2-nitro-4,5-dibenzyloxyphenylacetonitrile, 1.5 g of palladium at a concentration of 10% on charcoal and 1.5 g of charcoal to 120 ml of ethanol containing 3 ml of water. These are heated to 80° C. for 2 hours, with stirring, under a hydrogen pressure of 4.105Pa. After cooling, the reaction mixture, which is treated in the same manner as previously, produces 5,6-dihydroxyindole an equivalent yield. Starting materials: O=C1CCC(=O)N1Br, ClC(Cl)(Cl)Cl, O=C1CN=C(c2ccccc2)c2ccccc2N1CC(F)(F)F, O=C(O)C(F)(F)F. Product: O=C1C(O)N=C(c2ccccc2)c2ccccc2N1CC(F)(F)F. As a reaction SMILES: [Br:1][N:2]1[C:3](=[O:5])[CH2:6][CH2:7][C:8]1=[O:4].[C:39]([Cl:40])([Cl:41])([Cl:42])[Cl:43].[O:9]=[C:10]1[N:11]([CH2:27][C:28]([F:29])([F:30])[F:31])[c:12]2[c:13]([cH:23][cH:24][cH:25][cH:26]2)[C:14]([c:17]2[cH:18][cH:19][cH:20][cH:21][cH:22]2)=[N:15][CH2:16]1.[OH:32][C:33]([C:34]([F:35])([F:36])[F:37])=[O:38]>>[OH:4][CH:16]1[C:10](=[O:9])[N:11]([CH2:27][C:28]([F:29])([F:30])[F:31])[c:12]2[c:13]([cH:23][cH:24][cH:25][cH:26]2)[C:14]([c:17]2[cH:18][cH:19][cH:20][cH:21][cH:22]2)=[N:15]1. Starting materials: ClC=1N=CC(=C2C=CC(=NC12)C)I (8-chloro-5-iodo-2-methyl-[1,7]naphthyridine), C(#N)C1=NC=C(C=C1)B1OC(C)(C)C(C)(C)O1 (2-cyanopyridine-5-boronic acid pinacol ester), NC=1SC=C(N1)C (2-amino-4-methylthiazole). Product: CC1=NC2=C(N=CC(=C2C=C1)C=1C=CC(=NC1)C#N)NC=1SC=C(N1)C (5-[2-Methyl-8-(4-methyl-thiazol-2-ylamino)-[1,7]naphthyridin-5-yl]-pyridine-2-carbonitrile). RXN SMILES: Cl[C:2]1[N:3]=[CH:4][C:5](I)=[C:6]2[C:11]=1[N:10]=[C:9]([CH3:12])[CH:8]=[CH:7]2.[C:14]([C:16]1[CH:21]=[CH:20][C:19](B2OC(C)(C)C(C)(C)O2)=[CH:18][N:17]=1)#[N:15].[NH2:31][C:32]1[S:33][CH:34]=[C:35]([CH3:37])[N:36]=1>>[CH3:12][C:9]1[CH:8]=[CH:7][C:6]2[C:11](=[C:2]([NH:31][C:32]3[S:33][CH:34]=[C:35]([CH3:37])[N:36]=3)[N:3]=[CH:4][C:5]=2[C:19]2[CH:20]=[CH:21][C:16]([C:14]#[N:15])=[N:17][CH:18]=2)[N:10]=1. Reported procedure: The title compound, MS: m/e=359.1 (M+H+), was prepared in accordance with the general method of example 15 step 1 and step 3 from 8-chloro-5-iodo-2-methyl-[1,7]naphthyridine (Example I), 2-cyanopyridine-5-boronic acid pinacol ester and 2-amino-4-methylthiazole.